From a dataset of the Open Reaction Database (ORD), a public repository of structured organic reaction records. describe an organic reaction: reactants, conditions, products, and yield Starting materials: Cc1ccc(S(=O)(=O)Nc2nnc(-c3ccc4nc(NC(=O)OC(C)(C)C)sc4c3)o2)cc1, ClCCl, O=C(O)C(F)(F)F. The product is Cc1ccc(S(=O)(=O)Nc2nnc(-c3ccc4nc(N)sc4c3)o2)cc1. Reaction SMILES: [CH3:1][c:2]1[cH:3][cH:4][c:5]([S:8](=[O:9])(=[O:10])[NH:11][c:12]2[n:13][n:14][c:15](-[c:17]3[cH:18][c:19]4[c:20]([n:21][c:22]([NH:24][C:25](=[O:26])[O:27][C:28]([CH3:29])([CH3:30])[CH3:31])[s:23]4)[cH:32][cH:33]3)[o:16]2)[cH:6][cH:7]1.[Cl:41][CH2:42][Cl:43].[F:34][C:35]([F:36])([F:37])[C:38]([OH:39])=[O:40]>>[CH3:1][c:2]1[cH:3][cH:4][c:5]([S:8](=[O:9])(=[O:10])[NH:11][c:12]2[n:13][n:14][c:15](-[c:17]3[cH:18][c:19]4[c:20]([n:21][c:22]([NH2:24])[s:23]4)[cH:32][cH:33]3)[o:16]2)[cH:6][cH:7]1. RXN SMILES: Cl.[CH:2]1([C:6]2[C:14]3[C:9](=[CH:10][C:11]([OH:15])=[CH:12][CH:13]=3)[NH:8][N:7]=2)[CH2:5][CH2:4][CH2:3]1.N1C=CN=C1.[CH3:21][C:22]([Si:25](Cl)([C:32]1[CH:37]=[CH:36][CH:35]=[CH:34][CH:33]=1)[C:26]1[CH:31]=[CH:30][CH:29]=[CH:28][CH:27]=1)([CH3:24])[CH3:23].O>CN(C=O)C>[Si:25]([O:15][C:11]1[CH:10]=[C:9]2[C:14]([C:6]([CH:2]3[CH2:3][CH2:4][CH2:5]3)=[N:7][NH:8]2)=[CH:13][CH:12]=1)([C:22]([CH3:24])([CH3:23])[CH3:21])([C:32]1[CH:33]=[CH:34][CH:35]=[CH:36][CH:37]=1)[C:26]1[CH:31]=[CH:30][CH:29]=[CH:28][CH:27]=1 |f:0.1|. Yields the product [Si](C1=CC=CC=C1)(C1=CC=CC=C1)(C(C)(C)C)OC1=CC=C2C(=NNC2=C1)C1CCC1 (6-(Tert-butyldiphenylsilyloxy)-3-cyclobutylindazole). Run in CN(C)C=O (DMF). Reaction conditions: time 8 hour. Procedure: 3-Cyclobutylindazol-6-ol hydrochloride (6.45 g) which can be prepared according to the method described in Reference example 11, etc. and imidazole (5.039 g) were dissolved in DMF (100 mL; manufactured by Kanto Chemical Co., Inc.). Then, TBDPSCl (18.44 mL) was added and the mixture was stirred overnight at room temperature. To the reaction solution, water was added and extraction was carried out twice with ethyl acetate. The organic layer was washed twice with water and once with brine and dried... The reactants are Cl.C1(CCC1)C1=NNC2=CC(=CC=C12)O (3-Cyclobutylindazol-6-ol hydrochloride), O (water), N1C=NC=C1 (imidazole), CC(C)(C)[Si](C1=CC=CC=C1)(C2=CC=CC=C2)Cl (TBDPSCl). Starting materials: CCN(C(C)C)C(C)C, CC1(C(=O)O)CC2([N+](=O)[O-])c3ccccc3C1c1ccccc12, CCN=C=NCCCN(C)C, COc1ccc(Cc2nc(N)n[nH]2)cc1, CC#N, On1nnc2ccccc21. The product is COc1ccc(Cc2nc(N)n(C(=O)C3(C)CC4([N+](=O)[O-])c5ccccc5C3c3ccccc34)n2)cc1. As a reaction SMILES: [CH2:34]([N:35]([CH:36]([CH3:37])[CH3:38])[CH:39]([CH3:40])[CH3:41])[CH3:42].[CH3:1][C:2]1([C:21](=[O:22])[OH:23])[CH:3]2[c:4]3[cH:5][cH:6][cH:7][cH:8][c:9]3[C:10]([N+:18](=[O:19])[O-:20])([c:11]3[cH:12][cH:13][cH:14][cH:15][c:16]32)[CH2:17]1.[CH3:43][CH2:44][N:45]=[C:46]=[N:47][CH2:48][CH2:49][CH2:50][N:51]([CH3:52])[CH3:53].[CH3:54][O:55][c:56]1[cH:57][cH:58][c:59]([CH2:60][c:61]2[n:62][c:63]([NH2:66])[n:64][nH:65]2)[cH:67][cH:68]1.[CH3:69][C:70]#[N:71].[OH:24][n:25]1[c:26]2[cH:27][cH:28][cH:29][cH:30][c:31]2[n:32][n:33]1>>[CH3:1][C:2]1([C:21](=[O:22])[n:64]2[c:63]([NH2:66])[n:62][c:61]([CH2:60][c:59]3[cH:58][cH:57][c:56]([O:55][CH3:54])[cH:68][cH:67]3)[n:65]2)[CH:3]2[c:4]3[cH:5][cH:6][cH:7][cH:8][c:9]3[C:10]([N+:18](=[O:19])[O-:20])([c:11]3[cH:12][cH:13][cH:14][cH:15][c:16]32)[CH2:17]1. The reactants are CC(C)(C)OC(=O)NC1CCCCC1=O, C1CCOC1, CC(=O)O, ClCCl, Nc1ccccc1. The product is CC(C)(C)OC(=O)NC1CCCCC1Nc1ccccc1. RXN SMILES: [C:1]([CH3:2])([CH3:3])([CH3:4])[O:5][C:6](=[O:7])[NH:8][CH:9]1[C:10](=[O:15])[CH2:11][CH2:12][CH2:13][CH2:14]1.[CH2:27]1[O:28][CH2:29][CH2:30][CH2:31]1.[CH3:23][C:24](=[O:25])[OH:26].[Cl:32][CH2:33][Cl:34].[NH2:16][c:17]1[cH:18][cH:19][cH:20][cH:21][cH:22]1>>[C:1]([CH3:2])([CH3:3])([CH3:4])[O:5][C:6](=[O:7])[NH:8][CH:9]1[CH:10]([NH:16][c:17]2[cH:18][cH:19][cH:20][cH:21][cH:22]2)[CH2:11][CH2:12][CH2:13][CH2:14]1. Starting materials: OC1CC[C@H](N2C(=C3C(=C12)N(C(N(C3=O)C)=O)C)C3=CC=CC=C3)C(=O)OC ((7S)-methyl 10-hydroxy-1,3-dimethyl-2,4-dioxo-5-phenyl-1,2,3,4,7,8,9,10-octahydropyrimido[4,5-a]indolizine-7-carboxylate), CC=1OC=CC1 (2-methylfuran). The reagents and catalysts are [Au](Cl)(Cl)Cl (Gold (III) chloride). Solvent: C(C)#N (acetonitrile). Run at time 25 minute. The product is CN1C(N(C(C=2C1=C1C(CC[C@H](N1C2C2=CC=CC=C2)C(=O)OC)C=2OC(=CC2)C)=O)C)=O ((7S)-Methyl 1,3-dimethyl-10-(5-methylfuran-2-yl)-2,4-dioxo-5-phenyl-1,2,3,4,7,8,9,10-octahydropyrimido[4,5-a]indolizine-7-carboxylate). Reaction SMILES: O[CH:2]1[C:10]2[N:6]([C:7]([C:19]3[CH:24]=[CH:23][CH:22]=[CH:21][CH:20]=3)=[C:8]3[C:14](=[O:15])[N:13]([CH3:16])[C:12](=[O:17])[N:11]([CH3:18])[C:9]3=2)[C@H:5]([C:25]([O:27][CH3:28])=[O:26])[CH2:4][CH2:3]1.[CH3:29][C:30]1[O:31][CH:32]=[CH:33][CH:34]=1>C(#N)C.[Au](Cl)(Cl)Cl>[CH3:18][N:11]1[C:9]2=[C:10]3[N:6]([C:7]([C:19]4[CH:20]=[CH:21][CH:22]=[CH:23][CH:24]=4)=[C:8]2[C:14](=[O:15])[N:13]([CH3:16])[C:12]1=[O:17])[C@H:5]([C:25]([O:27][CH3:28])=[O:26])[CH2:4][CH2:3][CH:2]3[C:32]1[O:31][C:30]([CH3:29])=[CH:34][CH:33]=1. Procedure details: Gold (III) chloride (0.142 g, 0.469 mmol) was added to a solution of (7S)-methyl 10-hydroxy-1,3-dimethyl-2,4-dioxo-5-phenyl-1,2,3,4,7,8,9,10-octahydropyrimido[4,5-a]indolizine-7-carboxylate (1.8 g, 4.69 mmol) and 2-methylfuran (0.466 mL, 5.16 mmol) in acetonitrile (30 mL). The mixture was stirred at room temperature for 25 mins, then quenched with saturated NaHCO3(aq). The mixture was extracted with DCM, the organic phase passed through a hydrophobic frit and evaporated under vacuum. The reactants are OC1[C@@H](O)[C@@H](O)[C@@H](O1)CO (L-ribofuranose), C(C)(=O)[O-].[Na+] (sodium acetate). Reagents/catalysts: S(O)(O)(=O)=O (sulfuric acid). Solvent: CO (methanol), CO (methanol). Yields the product COC1[C@@H](O)[C@@H](O)[C@@H](O1)CO (1-O-methyl-L-ribofuranose). Yield: 649.2%. Reaction SMILES: [OH:1][CH:2]1[O:8][C@@H:7]([CH2:9][OH:10])[C@H:5]([OH:6])[C@@H:3]1[OH:4].[C:11]([O-])(=O)C.[Na+]>CO.S(=O)(=O)(O)O>[CH3:11][O:1][CH:2]1[O:8][C@@H:7]([CH2:9][OH:10])[C@H:5]([OH:6])[C@@H:3]1[OH:4] |f:1.2|. Reported procedure: L-ribofuranose (20.0 g; 132 mmol) and methanol (226 g) were added to a 1,000-mL flask. Thereafter, concentrated sulfuric acid (1.49 g; 0.11 equivalents) dissolved in methanol (21.2 g) was slowly added dropwise thereto. The obtained mixture was reacted at room temperature for 5 hours. Thereafter, sodium acetate (2.40 g) was added to the reaction product for neutralization, and it was then concentrated under reduced pressure, so as to obtain 31.18 g of crude 1-O-methyl-L-ribofuranose as a whitish ... Starting materials: [N+](=O)([O-])C=1C=C2C=C(N=NC2=CC1)C(=O)OCC (ethyl 6 nitrocinnolin-3-yl carboxylate), CC(=O)C (acetone), C(C)(=O)O (acetic acid), [H][H] (hydrogen). The reagents and catalysts are [Pt]=O (platinum oxide), [O-2].[O-2].[Mn+4] (manganese dioxide). Solvent: C(C)O (ethanol). Conditions: time 24 hour. The product is N1N=CCC2=CC=CC=C12 (1,4-dihydrocinnoline). As a reaction SMILES: [N+]([C:4]1[CH:5]=[C:6]2[C:11](=[CH:12][CH:13]=1)[N:10]=[N:9][C:8](C(OCC)=O)=[CH:7]2)([O-])=O.CC(C)=O.C(O)(=O)C.[H][H]>C(O)C.[Pt]=O.[O-2].[O-2].[Mn+4]>[NH:10]1[C:11]2[C:6](=[CH:5][CH:4]=[CH:13][CH:12]=2)[CH2:7][CH:8]=[N:9]1 |f:6.7.8|. Procedure details: A mixture of ethyl 6 nitrocinnolin-3-yl carboxylate (0.7 g.) and platinum oxide (100 mg.) in dry ethanol (20 ml.) acetone (20 ml.) and glacial acetic acid (0.5 ml.) was shaken in an atmosphere of hydrogen at room temperature and atmospheric pressure for 24 hours. The mixture was then heated to boiling point on a steam bath, and manganese dioxide (10 g.) was added to the boiling solution. (The above-mentioned reducing conditions resulted in the formation of relatively small amount of the 1,4-dihy... Starting materials: O (water), C(C1=CC=CC=C1)(=O)Cl (Benzoyl chloride), NC1=NC=CC(=C1)CC(=O)C1=CC=C(C=C1)OC (2-(2-amino-4-pyridyl)-1-(4-methoxyphenyl)ethanone). The reagents and catalysts are CN(C1=CC=NC=C1)C (4-dimethylaminopyridine). Run in CN(C(C)=O)C (N,N-dimethylacetamide). Reaction conditions: temperature 70 celsius, time 12 hour. Yields the product C(C1=CC=CC=C1)(=O)NC1=NC=CC(=C1)CC(=O)C1=CC=C(C=C1)OC (2-(2-benzoylamino-4-pyridyl)-1-(4-methoxyphenyl)ethanone). Isolated yield 55.6%. Reaction SMILES: [C:1](Cl)(=[O:8])[C:2]1[CH:7]=[CH:6][CH:5]=[CH:4][CH:3]=1.[NH2:10][C:11]1[CH:16]=[C:15]([CH2:17][C:18]([C:20]2[CH:25]=[CH:24][C:23]([O:26][CH3:27])=[CH:22][CH:21]=2)=[O:19])[CH:14]=[CH:13][N:12]=1.O>CN(C)C1C=CN=CC=1.CN(C)C(=O)C>[C:1]([NH:10][C:11]1[CH:16]=[C:15]([CH2:17][C:18]([C:20]2[CH:25]=[CH:24][C:23]([O:26][CH3:27])=[CH:22][CH:21]=2)=[O:19])[CH:14]=[CH:13][N:12]=1)(=[O:8])[C:2]1[CH:7]=[CH:6][CH:5]=[CH:4][CH:3]=1. Procedure details: Benzoyl chloride (4.4 g, 31 mmol) and 4-dimethylaminopyridine (0.57 g, 4.7 mmol) were added to a solution of 2-(2-amino-4-pyridyl)-1-(4-methoxyphenyl)ethanone (3.8 g, 16 mmol) in N,N-dimethylacetamide (80 mL) and the mixture was stirred at 70° C. for 12 hours. After the reaction mixture was cooled to room temperature, water (50 mL) was added. The mixture was extracted with ethyl acetate and the organic layer was washed with a saturated aqueous solution of sodium chloride. The layer was dried ove... Starting materials: C1(CCCCC1)CCCC(C)=O (5-cyclohexyl-2-pentanone), NC(=S)N (thiourea), II (iodine), [OH-].[Na+] (sodium hydroxide). Run in O (water). Reaction conditions: time 23 hour. Yields the product C1(CCCCC1)CCC1=C(N=C(S1)N)C (5-(2-Cyclohexylethyl)-4-methyl-2-thiazolamine). Yield: 36.8%. Reaction SMILES: [CH:1]1([CH2:7][CH2:8][CH2:9][C:10](=O)[CH3:11])[CH2:6][CH2:5][CH2:4][CH2:3][CH2:2]1.[NH2:13][C:14]([NH2:16])=[S:15].II.[OH-].[Na+]>O>[CH:1]1([CH2:7][CH2:8][C:9]2[S:15][C:14]([NH2:16])=[N:13][C:10]=2[CH3:11])[CH2:6][CH2:5][CH2:4][CH2:3][CH2:2]1 |f:3.4|. Reported procedure: A mixture of 22.2 g of 5-cyclohexyl-2-pentanone, 20.10 g of thiourea, and 33.48 g of iodine was stirred for 23 hours at a bath temperature of from 100° to 120° C. To the mixture was added 150 ml of water, followed by refluxing for 30 minutes. After cooling, an aqueous sodium hydroxide solution was added to neutralize. The mixture was extracted with ethyl acetate, and the extract was washed with water and dried. The solvent was removed by distillation, and the residue was purified by silica gel c... Starting materials: [Al+3], CCOC(=O)c1c(C)nc(C)nc1C, [H-], [H-], [H-], [H-], [Li+], C1CCOC1. Yields the product Cc1nc(C)c(CO)c(C)n1. Reaction SMILES: [Al+3:16].[CH3:1][c:2]1[n:3][c:4]([CH3:14])[c:5]([C:9](=[O:10])[O:11][CH2:12][CH3:13])[c:6]([CH3:8])[n:7]1.[H-:15].[H-:18].[H-:19].[H-:20].[Li+:17].[O:21]1[CH2:22][CH2:23][CH2:24][CH2:25]1>>[CH3:1][c:2]1[n:3][c:4]([CH3:14])[c:5]([CH2:9][OH:10])[c:6]([CH3:8])[n:7]1.